From a dataset of the Open Reaction Database (ORD), a public repository of structured organic reaction records. describe an organic reaction: reactants, conditions, products, and yield Procedure details: 1-((R)-2,2-dimethyl-1,3-dioxolan-4-yl)-prop-2-en-1-ol (0.3 g, 1.90 mmol), sodium hydrogen carbonate (0.22 g, 2.58 mmol), 2-bromo-4-fluorophenyl acetate (0.3 g, 1.29 mmol), palladium acetate (14 mg, 0.06 mmol) and CYTOP 216, 2,4,6 trioxy 1,3,5,7 tetramethyl 8 phosphaadamantane (19 mg, 0.06 mmol) were suspended in DMF (5 ml) under nitrogen. The reaction mixture was stirred at 120° C. for 19 h, cooled to 25° C. and then diluted with ethyl acetate (20 ml) and demi water (20 ml). The phases were sepa... Yield: 19.0%. The reactants are C(C)(=O)OC1=C(C=C(C=C1)F)Br (2-bromo-4-fluorophenyl acetate), 2,4,6 trioxy 1,3,5,7 tetramethyl 8 phosphaadamantane, CC1(OC[C@@H](O1)C(C=C)O)C (1-((R)-2,2-dimethyl-1,3-dioxolan-4-yl)-prop-2-en-1-ol), C(O)([O-])=O.[Na+] (sodium hydrogen carbonate). Reagents/catalysts: C(C)(=O)[O-].[Pd+2].C(C)(=O)[O-] (palladium acetate). Reaction SMILES: [CH3:1][C:2]1([CH3:11])[O:6][C@@H:5]([CH:7]([OH:10])[CH:8]=[CH2:9])[CH2:4][O:3]1.C(=O)([O-])O.[Na+].C(O[C:21]1[CH:26]=[CH:25][C:24]([F:27])=[CH:23][C:22]=1Br)(=O)C>CN(C=O)C.C(OCC)(=O)C.O.C([O-])(=O)C.[Pd+2].C([O-])(=O)C>[F:27][C:24]1[CH:23]=[C:22]2[C:21](=[CH:26][CH:25]=1)[O:10][CH:7]([C@H:5]1[CH2:4][O:3][C:2]([CH3:11])([CH3:1])[O:6]1)[CH:8]=[CH:9]2 |f:1.2,7.8.9|. Product: FC=1C=C2C=CC(OC2=CC1)[C@@H]1OC(OC1)(C)C (6-fluoro-2-((R)-2,2-dimethyl-1,3-dioxolan-4-yl)-2H-chromene), oil. Conditions: temperature 120 celsius, time 19 hour. The solvent is C(C)(=O)OCC (ethyl acetate), O (water), CN(C)C=O (DMF). The reactants are C(C)(C)(C)OC(=O)N([C@@H](C(=O)OCC1=CC=CC=C1)CC\C=C\[N+](=O)[O-])C(=O)OC(C)(C)C (benzyl (2R,5E)-2-[bis(tert-butoxycarbonyl)amino]-6-nitrohex-5-enoate), BrC1=C(C(=CC=C1)Cl)Cl (1-bromo-2,3-dichlorobenzene), [Mg] (magnesium), II (iodine). The solvent is C(C)OCC (diethyl ether), C(C)OCC (diethyl ether). The product is N[C@H]1C(NCC(CC1)C1=C(C(=CC=C1)Cl)Cl)=O ((3R)-3-Amino-6-(2,3-dichlorophenyl)azepan-2-one). The yield is 176.3%. As a reaction SMILES: Br[C:2]1[CH:7]=[CH:6][CH:5]=[C:4]([Cl:8])[C:3]=1[Cl:9].[Mg].II.C(OC([N:20](C(OC(C)(C)C)=O)[C@H:21]([CH2:32][CH2:33]/[CH:34]=[CH:35]/[N+:36]([O-])=O)[C:22](OCC1C=CC=CC=1)=[O:23])=O)(C)(C)C>C(OCC)C>[NH2:20][C@@H:21]1[CH2:32][CH2:33][CH:34]([C:2]2[CH:7]=[CH:6][CH:5]=[C:4]([Cl:8])[C:3]=2[Cl:9])[CH2:35][NH:36][C:22]1=[O:23]. Reported procedure: To a slurry of 1-bromo-2,3-dichlorobenzene (1.46 g, 6.46 mmol) in diethyl ether (10 mL) was added magnesium (0.157 g, 6.46 mmol) and a crystal of iodine. This mixture was refluxed for 3 h, and then cooled to room temperature. A solution of benzyl (2R,5E)-2-[bis(tert-butoxycarbonyl)amino]-6-nitrohex-5-enoate (0.50 g, 1.08 mmol) in diethyl ether (10 mL) was cooled to 0° C., and 2.0 mL of the Grignard solution prepared above was added. After 1 and 2 h, respectively, 2.0 and 1.0 mL of the Grignard s... Reactants: OC1=NC=CC(=C1)O (2,4-dihydroxypyridine), FC(C=1C=C(C=CC1)NN)(F)F (3-trifluoromethylphenylhydrazine), C1(=CC=CC=C1)C (toluene). The solvent is C1(=CC=CC=C1)OC1=CC=CC=C1 (diphenyl ether). Product: FC(C=1C=CC=2C3=C(NC2C1)C=CN=C3O)(F)F (7-(Trifluoromethyl)-5H-pyrido[4,3-b]indol-1-ol). As a reaction SMILES: [OH:1][C:2]1[CH:7]=[C:6](O)[CH:5]=[CH:4][N:3]=1.[F:9][C:10]([F:20])([F:19])[C:11]1[CH:12]=[C:13]([NH:17]N)[CH:14]=[CH:15][CH:16]=1.C1(C)C=CC=CC=1>C1(OC2C=CC=CC=2)C=CC=CC=1>[F:9][C:10]([F:19])([F:20])[C:11]1[CH:16]=[CH:15][C:14]2[C:7]3[C:2]([OH:1])=[N:3][CH:4]=[CH:5][C:6]=3[NH:17][C:13]=2[CH:12]=1. Procedure details: A mixture 2,4-dihydroxypyridine and 3-trifluoromethylphenylhydrazine (2.6 equiv) in diphenyl ether was heated at reflux with a Dean Stark apparatus for 2 h as described by C. H. Nguyen in Tetrahedron 1987, 43, 527. The reaction was cooled to room temperature followed by the addition of toluene. The solid was collected and washed with toluene. The solid was then dissolved in EtOAc and purified by flash chromatography (EtOAc to 5% MeOH in EtOAc) to provide the title compound.